Dataset: the Open Reaction Database (ORD), a public repository of structured organic reaction records. Task: describe an organic reaction: reactants, conditions, products, and yield Starting materials: C(C)(=O)OC=1C(C=C(OC1)CNC(=O)C1N(CCN(C1)S(=O)(=O)C=1NC2=CC=C(C=C2C1)Cl)C(=O)OC(C)(C)C)=O (2-[N-[(5-acetoxy-4-oxo-4H-pyran-2-yl)methyl]carbamoyl]-1-(tert-butoxycarbonyl)-4-[(5-chloroindol-2-yl)sulfonyl]piperazine), FC(C(=O)O)(F)F (trifluoroacetic acid). The solvent is C(Cl)Cl (methylene chloride). Yields the product FC(C(=O)O)(F)F.C(C)(=O)OC=1C(C=C(OC1)CNC(=O)C1CN(CCN1)S(=O)(=O)C=1NC2=CC=C(C=C2C1)Cl)=O (3-[N-[(5-Acetoxy-4-oxo-4H-pyran-2-yl)methyl]carbamoyl]-1-[(5-chloroindol-2-yl)sulfonyl]piperazine trifluoroacetate). As a reaction SMILES: [C:1]([O:4][C:5]1[C:6](=[O:41])[CH:7]=[C:8]([CH2:11][NH:12][C:13]([CH:15]2[CH2:20][N:19]([S:21]([C:24]3[NH:25][C:26]4[C:31]([CH:32]=3)=[CH:30][C:29]([Cl:33])=[CH:28][CH:27]=4)(=[O:23])=[O:22])[CH2:18][CH2:17][N:16]2C(OC(C)(C)C)=O)=[O:14])[O:9][CH:10]=1)(=[O:3])[CH3:2].[F:42][C:43]([F:48])([F:47])[C:44]([OH:46])=[O:45]>C(Cl)Cl>[F:42][C:43]([F:48])([F:47])[C:44]([OH:46])=[O:45].[C:1]([O:4][C:5]1[C:6](=[O:41])[CH:7]=[C:8]([CH2:11][NH:12][C:13]([CH:15]2[NH:16][CH2:17][CH2:18][N:19]([S:21]([C:24]3[NH:25][C:26]4[C:31]([CH:32]=3)=[CH:30][C:29]([Cl:33])=[CH:28][CH:27]=4)(=[O:23])=[O:22])[CH2:20]2)=[O:14])[O:9][CH:10]=1)(=[O:3])[CH3:2] |f:3.4|. Procedure: In methylene chloride (5 ml), 2-[N-[(5-acetoxy-4-oxo-4H-pyran-2-yl)methyl]carbamoyl]-1-(tert-butoxycarbonyl)-4-[(5-chloroindol-2-yl)sulfonyl]piperazine was treated with trifluoroacetic acid (5 ml), followed by concentration to dryness under reduced pressure, whereby the title compound (224 mg) was obtained. Reactants: C1(CCC2=CC=CC=C12)=O (1-indanone), CN(CCCOC1=CC=C(C=O)C=C1)C (4-(3-dimethylaminopropoxy)benzaldehyde). Product: CN(CCCOC1=CC=C(C=C1)C=C1C(C2=CC=CC=C2C1)=O)C (2-[[4-[3-(Dimethylamino)propoxy]phenyl]methylene] -2,3-dihydro-1H-inden-1-one). Yield: 98.5%. As a reaction SMILES: [C:1]1(=[O:10])[C:9]2[C:4](=[CH:5][CH:6]=[CH:7][CH:8]=2)[CH2:3][CH2:2]1.[CH3:11][N:12]([CH3:25])[CH2:13][CH2:14][CH2:15][O:16][C:17]1[CH:24]=[CH:23][C:20]([CH:21]=O)=[CH:19][CH:18]=1>>[CH3:25][N:12]([CH3:11])[CH2:13][CH2:14][CH2:15][O:16][C:17]1[CH:18]=[CH:19][C:20]([CH:21]=[C:2]2[CH2:3][C:4]3[C:9](=[CH:8][CH:7]=[CH:6][CH:5]=3)[C:1]2=[O:10])=[CH:23][CH:24]=1. Reported procedure: Interaction of 56 g of 1-indanone and 88 g of 4-(3-dimethylaminopropoxy)benzaldehyde according to the procedure described in Example 1A, gives 134.2 g of an oily product. The reactants are CC(C)(C)OC(=O)N1CCN(Cc2cnc(F)c(B(O)O)c2)CC1, CC(=O)[O-], CCO, Cc1nc(Cl)c2ncn(C3CCCCO3)c2n1, [K+], O. Product: Cc1nc(-c2cc(CN3CCN(C(=O)OC(C)(C)C)CC3)cnc2F)c2ncn(C3CCCCO3)c2n1. RXN SMILES: [C:1]([CH3:2])([CH3:3])([CH3:4])[O:5][C:6](=[O:7])[N:8]1[CH2:9][CH2:10][N:11]([CH2:14][c:15]2[cH:16][c:17]([B:22]([OH:23])[OH:24])[c:18]([F:21])[n:19][cH:20]2)[CH2:12][CH2:13]1.[CH3:43][C:44](=[O:45])[O-:46].[CH3:47][CH2:48][OH:49].[Cl:25][c:26]1[c:27]2[n:28][cH:29][n:30]([CH:36]3[O:37][CH2:38][CH2:39][CH2:40][CH2:41]3)[c:31]2[n:32][c:33]([CH3:35])[n:34]1.[K+:42].[OH2:50]>>[C:1]([CH3:2])([CH3:3])([CH3:4])[O:5][C:6](=[O:7])[N:8]1[CH2:9][CH2:10][N:11]([CH2:14][c:15]2[cH:16][c:17](-[c:26]3[c:27]4[n:28][cH:29][n:30]([CH:36]5[O:37][CH2:38][CH2:39][CH2:40][CH2:41]5)[c:31]4[n:32][c:33]([CH3:35])[n:34]3)[c:18]([F:21])[n:19][cH:20]2)[CH2:12][CH2:13]1. Starting materials: FC1=C(C=CC(=C1)F)[C@]([C@@H](C)N1C(N(C=C1)C1=CC=C(C=C1)OC(C(F)F)(F)F)=O)(C[Si](C)(C)OC(C)C)O (1-[(1R,2S)-2-(2,4-Difluorophenyl)-2-hydroxy-3-(isopropoxydimethylsilyl)-1-methylpropyl]-3-[4-(1,1,2,2-tetrafluoroethoxy)phenyl]-2(1H,3H)-imidazolone), C(O)([O-])=O.[Na+] (sodium hydrogencarbonate). Run in CO (methanol), O1CCCC1 (tetrahydrofuran), OO (hydrogen peroxide). The product is FC1=C(C=CC(=C1)F)[C@]([C@@H](C)N1C(N(C=C1)C1=CC=C(C=C1)OC(C(F)F)(F)F)=O)(CO)O (1-[(1R,2S)-2-(2,4-difluorophenyl)-2,3-dihydroxy-1-methylpropyl]-3-[4-(1,1,2,2-tetrafluoroethoxy)phenyl]-2(1H,3H)-imidazolone). The yield is 68.9%. RXN SMILES: [F:1][C:2]1[CH:7]=[C:6]([F:8])[CH:5]=[CH:4][C:3]=1[C@@:9]([OH:39])(C[Si](OC(C)C)(C)C)[C@H:10]([N:12]1[CH:16]=[CH:15][N:14]([C:17]2[CH:22]=[CH:21][C:20]([O:23][C:24]([F:29])([F:28])[CH:25]([F:27])[F:26])=[CH:19][CH:18]=2)[C:13]1=[O:30])[CH3:11].[C:40](=O)([O-])[OH:41].[Na+]>CO.O1CCCC1.OO>[F:1][C:2]1[CH:7]=[C:6]([F:8])[CH:5]=[CH:4][C:3]=1[C@@:9]([OH:39])([CH2:40][OH:41])[C@H:10]([N:12]1[CH:16]=[CH:15][N:14]([C:17]2[CH:18]=[CH:19][C:20]([O:23][C:24]([F:29])([F:28])[CH:25]([F:26])[F:27])=[CH:21][CH:22]=2)[C:13]1=[O:30])[CH3:11] |f:1.2|. Reported procedure: 1-[(1R,2S)-2-(2,4-Difluorophenyl)-2-hydroxy-3-(isopropoxydimethylsilyl)-1-methylpropyl]-3-[4-(1,1,2,2-tetrafluoroethoxy)phenyl]-2(1H,3H)-imidazolone (0.88 g) was dissolved in a mixture of methanol and tetrahydrofuran (1:1, 10 ml), to which 1.57 ml of 30% aqueous hydrogen peroxide and 0.128 g of sodium hydrogencarbonate were added. The mixture was heated at 70° to 80° C. for 90 minutes, cooled and extracted with 50 ml of ethyl acetate. The extract was washed with 25 ml of water, an aqueous soluti... Reaction SMILES: [C:15](=[O:16])([O-:17])[O-:18].[CH3:1][C:2]1([CH3:14])[O:3][B:4]([c:9]2[cH:10][n:11][nH:12][cH:13]2)[O:5][C:6]1([CH3:7])[CH3:8].[CH3:25][S:26]([CH3:27])=[O:28].[CH3:29][CH2:30][O:31][C:32]([CH3:33])=[O:34].[Cl:21][CH2:22][CH2:23][Br:24].[Cs+:19].[Cs+:20]>>[CH3:1][C:2]1([CH3:14])[O:3][B:4]([c:9]2[cH:10][n:11][n:12]([CH2:23][CH2:22][Cl:21])[cH:13]2)[O:5][C:6]1([CH3:7])[CH3:8]. Product: CC1(C)OB(c2cnn(CCCl)c2)OC1(C)C. The reactants are O=C([O-])[O-], CC1(C)OB(c2cn[nH]c2)OC1(C)C, CS(C)=O, CCOC(C)=O, ClCCBr, [Cs+], [Cs+]. Reactants: CC(C)c1cc(C#N)cc2nc(-c3ccc(C(=O)NCC4CCNCC4)cc3)oc12, O=C=NCc1ccccc1, ClCCl. The product is CC(C)c1cc(C#N)cc2nc(-c3ccc(C(=O)NCC4CCN(C(=O)NCc5ccccc5)CC4)cc3)oc12. Reaction SMILES: [C:1](#[N:2])[c:3]1[cH:4][c:5]([CH:28]([CH3:29])[CH3:30])[c:6]2[c:7]([n:8][c:9](-[c:11]3[cH:12][cH:13][c:14]([C:15](=[O:16])[NH:17][CH2:18][CH:19]4[CH2:20][CH2:21][NH:22][CH2:23][CH2:24]4)[cH:25][cH:26]3)[o:10]2)[cH:27]1.[CH2:31]([c:32]1[cH:33][cH:34][cH:35][cH:36][cH:37]1)[N:38]=[C:39]=[O:40].[Cl:41][CH2:42][Cl:43]>>[C:1](#[N:2])[c:3]1[cH:4][c:5]([CH:28]([CH3:29])[CH3:30])[c:6]2[c:7]([n:8][c:9](-[c:11]3[cH:12][cH:13][c:14]([C:15](=[O:16])[NH:17][CH2:18][CH:19]4[CH2:20][CH2:21][N:22]([C:39]([NH:38][CH2:31][c:32]5[cH:33][cH:34][cH:35][cH:36][cH:37]5)=[O:40])[CH2:23][CH2:24]4)[cH:25][cH:26]3)[o:10]2)[cH:27]1. Starting materials: C1(=CC=CC2=CC=CC=C12)C(=O)Cl (1-naphthoyl chloride), O (water), [OH-].[NH4+] (ammonium hydroxide), NC1=CC=CC=C1 (aniline). Solvent: C(C)#N (acetonitrile), C(C)OCC (diethyl ether). Conditions: temperature 82 celsius. Product: C1(=CC=CC=C1)NC(=O)C1=CC=CC2=CC=CC=C12 (Naphthalene-1-carboxylic acid phenylamide). Yield: 82.0%. Reaction SMILES: [C:1]1([C:11](Cl)=[O:12])[C:10]2[C:5](=[CH:6][CH:7]=[CH:8][CH:9]=2)[CH:4]=[CH:3][CH:2]=1.[NH2:14][C:15]1[CH:20]=[CH:19][CH:18]=[CH:17][CH:16]=1.O.[OH-].[NH4+]>C(#N)C.C(OCC)C>[C:15]1([NH:14][C:11]([C:1]2[C:10]3[C:5](=[CH:6][CH:7]=[CH:8][CH:9]=3)[CH:4]=[CH:3][CH:2]=2)=[O:12])[CH:20]=[CH:19][CH:18]=[CH:17][CH:16]=1 |f:3.4|. Procedure: 4.77 g of 1-naphthoyl chloride (TCI America) was dissolved in 100 ml of anhydrous acetonitrile. To the solution so formed, 2.28 ml of aniline (Sigma-Aldrich) was added in a dropwise fashion over a period of c.a. 20 min. The reaction was then refluxed for 2 h at 82° C. 100 ml of distilled water and 5 ml of concentrated ammonium hydroxide were added along with 100 ml of diethyl ether in a separatory funnel. The phases were separated and the aqueous phase was washed with 100 ml of dichloromethane. ...